describe an organic reaction: reactants, conditions, products, and yield From a dataset of the Open Reaction Database (ORD), a public repository of structured organic reaction records. The reactants are NC1=CC=C(C=C1)C1=C(NC2=NC=CC=C21)C(=O)N (3-(4-aminophenyl)-1H-pyrrolo[2,3-b]pyridine-2-carboxamide), C(C)C=1C=C(C=CC1)N=C=O (3-ethylphenyl isocyanate). Yields the product solid, C(C)C=1C=C(C=CC1)NC(NC1=CC=C(C=C1)C1=C(NC2=NC=CC=C21)C(=O)N)=O (3-{4-[3-(3-ethylphenyl)ureido]phenyl}-1H-pyrrolo[2,3-b]pyridine-2-carboxamide). Reaction SMILES: [NH2:1][C:2]1[CH:7]=[CH:6][C:5]([C:8]2[C:16]3[C:11](=[N:12][CH:13]=[CH:14][CH:15]=3)[NH:10][C:9]=2[C:17]([NH2:19])=[O:18])=[CH:4][CH:3]=1.[CH2:20]([C:22]1[CH:23]=[C:24]([N:28]=[C:29]=[O:30])[CH:25]=[CH:26][CH:27]=1)[CH3:21]>>[CH2:20]([C:22]1[CH:23]=[C:24]([NH:28][C:29](=[O:30])[NH:1][C:2]2[CH:3]=[CH:4][C:5]([C:8]3[C:16]4[C:11](=[N:12][CH:13]=[CH:14][CH:15]=4)[NH:10][C:9]=3[C:17]([NH2:19])=[O:18])=[CH:6][CH:7]=2)[CH:25]=[CH:26][CH:27]=1)[CH3:21]. Reported procedure: 0.8 mg of solid white 3-{4-[3-(3-ethylphenyl)ureido]phenyl}-1H-pyrrolo[2,3-b]pyridine-2-carboxamide is prepared as described in Example 7 starting with 3-(4-aminophenyl)-1H-pyrrolo[2,3-b]pyridine-2-carboxamide and 3-ethylphenyl isocyanate. RXN SMILES: N1CCC[C@H]1C(O)=O.[H-].[Na+].[Cl:11][C:12]1[CH:13]=[C:14]([CH:19]=[C:20](I)[CH:21]=1)[C:15]([O:17][CH3:18])=[O:16].[CH3:23][S:24]([O-:26])=[O:25].[Na+].C([O-])(O)=O.[Na+]>CS(C)=O.[Cu]I.CCOC(C)=O>[Cl:11][C:12]1[CH:13]=[C:14]([CH:19]=[C:20]([S:24]([CH3:23])(=[O:26])=[O:25])[CH:21]=1)[C:15]([O:17][CH3:18])=[O:16] |f:1.2,4.5,6.7|. Procedure details: To a solution of L-proline (77.7 mg, 675 μmol) in DMSO (4 mL) was added sodium hydride (27.0 mg, 675 μmol, 60% dispersion in mineral oil) and the mixture was stirred at room temperature for 30 minutes before copper(I)iodide (128 mg, 675 μmol), methyl 3-chloro-5-iodobenzoate (0.25 g, 843 μmol) and sodium methanesulfinate (689 mg, 6.75 mmol) were added. The reaction mixture was heated to 120° C. in a sealed tube to give a turbid blue solution. After 2 hours the reaction mixture was allowed to cool... The solvent is CCOC(=O)C (EtOAc), CS(=O)C (DMSO). Run at temperature 120 celsius, time 2 hour. Reagents/catalysts: [Cu]I (copper(I)iodide). Product: ClC=1C=C(C(=O)OC)C=C(C1)S(=O)(=O)C (Methyl 3-chloro-5-(methylsulfonyl)benzoate). Starting materials: ClC=1C=C(C(=O)OC)C=C(C1)I (methyl 3-chloro-5-iodobenzoate), CS(=O)[O-].[Na+] (sodium methanesulfinate), C(=O)(O)[O-].[Na+] (NaHCO3), N1[C@H](C(=O)O)CCC1 (L-proline), [H-].[Na+] (sodium hydride). The reactants are CN(C)C1CCNC1, CN1CCCC1=O, Cc1nc(N)ncc1-c1nc(N2CCOCC2)c2nc(Cl)n(CC3CC3)c2n1. The product is Cc1nc(N)ncc1-c1nc(N2CCOCC2)c2nc(N3CCC(N(C)C)C3)n(CC3CC3)c2n1. Reaction SMILES: [CH3:29][N:30]([CH:31]1[CH2:32][NH:33][CH2:34][CH2:35]1)[CH3:36].[CH3:37][N:38]1[CH2:39][CH2:40][CH2:41][C:42]1=[O:43].[Cl:1][c:2]1[n:3]([CH2:25][CH:26]2[CH2:27][CH2:28]2)[c:4]2[n:5][c:6](-[c:17]3[c:18]([CH3:24])[n:19][c:20]([NH2:23])[n:21][cH:22]3)[n:7][c:8]([N:11]3[CH2:12][CH2:13][O:14][CH2:15][CH2:16]3)[c:9]2[n:10]1>>[c:2]1([N:33]2[CH2:32][CH:31]([N:30]([CH3:29])[CH3:36])[CH2:35][CH2:34]2)[n:3]([CH2:25][CH:26]2[CH2:27][CH2:28]2)[c:4]2[n:5][c:6](-[c:17]3[c:18]([CH3:24])[n:19][c:20]([NH2:23])[n:21][cH:22]3)[n:7][c:8]([N:11]3[CH2:12][CH2:13][O:14][CH2:15][CH2:16]3)[c:9]2[n:10]1. Reactants: ClC1=CC=C(C(=S)N)C=C1 (4-chlorothiobenzamide), ClCC(=O)CCl (1,3-dichloroacetone), S(O)(O)(=O)=O (sulfuric acid). Product: ClCC=1N=C(SC1)C1=CC=C(C=C1)Cl (4-chloromethyl-2-(4-chloro-phenyl)-thiazole). RXN SMILES: [Cl:1][C:2]1[CH:10]=[CH:9][C:5]([C:6]([NH2:8])=[S:7])=[CH:4][CH:3]=1.[Cl:11][CH2:12][C:13]([CH2:15]Cl)=O.S(=O)(=O)(O)O>>[Cl:11][CH2:12][C:13]1[N:8]=[C:6]([C:5]2[CH:9]=[CH:10][C:2]([Cl:1])=[CH:3][CH:4]=2)[S:7][CH:15]=1. Procedure: In analogy to the procedure described in example 4 a], 4-chlorothiobenzamide was reacted with 1,3-dichloroacetone followed by treatment with concentrated sulfuric acid to obtain 4-chloromethyl-2-(4-chloro-phenyl)-thiazole as colorless crystals. Reactants: NC=1C=CC2=C(CCC3(CC(NN=C23)=O)C)C1 (8-amino-4a-methyl-4,4a,5,6-tetrahydrobenzo[h]-cinnolin-3[2H]-one), ClC(=O)OCC (ethyl chloroformate). The solvent is C1(=CC=CC=C1)C (toluene). Product: C(C)OC(=O)NC=1C=CC2=C(CCC3(CC(NN=C23)=O)C)C1 (8-Ethoxycarbonylamino-4a-methyl-4,4a,5,6-tetrahydrobenzo[h]cinnolin-3[2H]-one). As a reaction SMILES: [NH2:1][C:2]1[CH:3]=[CH:4][C:5]2[C:14]3[C:9]([CH3:16])([CH2:10][C:11](=[O:15])[NH:12][N:13]=3)[CH2:8][CH2:7][C:6]=2[CH:17]=1.Cl[C:19]([O:21][CH2:22][CH3:23])=[O:20]>C1(C)C=CC=CC=1>[CH2:22]([O:21][C:19]([NH:1][C:2]1[CH:3]=[CH:4][C:5]2[C:14]3[C:9]([CH3:16])([CH2:10][C:11](=[O:15])[NH:12][N:13]=3)[CH2:8][CH2:7][C:6]=2[CH:17]=1)=[O:20])[CH3:23]. Reported procedure: A mixture of 8-amino-4a-methyl-4,4a,5,6-tetrahydrobenzo[h]-cinnolin-3[2H]-one and ethyl chloroformate in toluene is heated to afford the title compound. Starting materials: Cc1ccc(Cl)c(Oc2cc(Cl)cc(C#N)c2)c1F, ClC(Cl)(Cl)Cl, CC(C)(C#N)N=NC(C)(C)C#N, O=C1CCC(=O)N1Br. The product is N#Cc1cc(Cl)cc(Oc2c(Cl)ccc(CBr)c2F)c1. RXN SMILES: [Cl:1][c:2]1[cH:3][c:4]([C:5]#[N:6])[cH:7][c:8]([O:10][c:11]2[c:12]([F:19])[c:13]([CH3:18])[cH:14][cH:15][c:16]2[Cl:17])[cH:9]1.[Cl:40][C:41]([Cl:42])([Cl:43])[Cl:44].[N:28]#[C:29][C:30]([N:31]=[N:32][C:33]([C:34]#[N:35])([CH3:36])[CH3:37])([CH3:38])[CH3:39].[O:20]=[C:21]1[N:22]([Br:27])[C:23](=[O:24])[CH2:25][CH2:26]1>>[Cl:1][c:2]1[cH:3][c:4]([C:5]#[N:6])[cH:7][c:8]([O:10][c:11]2[c:12]([F:19])[c:13]([CH2:18][Br:27])[cH:14][cH:15][c:16]2[Cl:17])[cH:9]1.